This data is from the Open Reaction Database (ORD), a public repository of structured organic reaction records. The task is: describe an organic reaction: reactants, conditions, products, and yield Reactants: C1=CC=CC=2C3=CC=CC=C3C(C12)COC(=O)CS(=O)(=O)NN1C(N(C(C1)C1=CC=C(C=C1)C1CC1)CCC1=CC=C(C=C1)OC)=O (1-[[(9H-fluoren-9-ylmethyloxy)carbonylmethyl]sulfonylamino]-3-[2-(4-methoxyphenyl)ethyl]-4-(4-cyclopropylphenyl)-2-imidazolidinone), CCCCCCC=CCCC (undec-7-ene). Solvent: ice, CN(C)C=O (DMF). Reaction conditions: time 1 hour. Product: C1(CC1)C1=CC=C(C=C1)C1N(C(N(C1)NS(=O)(=O)CC(=O)O)=O)CCC1=CC=C(C=C1)OC ([[[4-(4-cyclopropylphenyl)-3-[2-(4-methoxyphenyl)ethyl]-2-oxo-imidazolidin-1-yl]amino]sulfonyl]acetic acid). Yield: 73.6%. As a reaction SMILES: C1C2C(C[O:15][C:16]([CH2:18][S:19]([NH:22][N:23]3[CH2:27][CH:26]([C:28]4[CH:33]=[CH:32][C:31]([CH:34]5[CH2:36][CH2:35]5)=[CH:30][CH:29]=4)[N:25]([CH2:37][CH2:38][C:39]4[CH:44]=[CH:43][C:42]([O:45][CH3:46])=[CH:41][CH:40]=4)[C:24]3=[O:47])(=[O:21])=[O:20])=[O:17])C3C(=CC=CC=3)C=2C=CC=1.CCCCCCC=CCCC>CN(C=O)C>[CH:34]1([C:31]2[CH:32]=[CH:33][C:28]([CH:26]3[CH2:27][N:23]([NH:22][S:19]([CH2:18][C:16]([OH:17])=[O:15])(=[O:21])=[O:20])[C:24](=[O:47])[N:25]3[CH2:37][CH2:38][C:39]3[CH:40]=[CH:41][C:42]([O:45][CH3:46])=[CH:43][CH:44]=3)=[CH:29][CH:30]=2)[CH2:36][CH2:35]1. Procedure: To a solution of 1-[[(9H-fluoren-9-ylmethyloxy)carbonylmethyl]sulfonylamino]-3-[2-(4-methoxyphenyl)ethyl]-4-(4-cyclopropylphenyl)-2-imidazolidinone (2.0 g, 0.0031 mol) in DMF (15 mL) at room temperature is added 1,8-diazabycyclo[5.4.0]undec-7-ene (0.35 mL). The reaction is stirred for approximately one hour, diluted with ice-cold 0.1 N HCl and extracted with ethyl acetate. The organic phase is washed with brine, dried (sodium sulfate) and concentrated. The residue is warmed in approximately 20 m...